Dataset: the Open Reaction Database (ORD), a public repository of structured organic reaction records. Task: describe an organic reaction: reactants, conditions, products, and yield Starting materials: ClC=1C=C(C=CC1Cl)CC(=O)O (3,4-dichlorophenylacetic acid), C(=O)(N1C=NC=C1)N1C=NC=C1 (1,1'-carbonyldiimidazole), CN(C)C[C@@H]1NCCC[C@H]1O (trans-2-[(Dimethylamino)methyl]-3-piperidinol). The solvent is O1CCCC1 (tetrahydrofuran), O1CCCC1 (tetrahydrofuran). Run at time 16 hour. Yields the product Cl.ClC=1C=C(C=CC1Cl)CC(=O)N1[C@H]([C@@H](CCC1)O)CN(C)C (trans-1-[(3,4-Dichlorophenyl)acetyl]-2-[(dimethylamino)methyl]-3-piperidinol hydrochloride). Yield: 112.0%. As a reaction SMILES: [Cl:1][C:2]1[CH:3]=[C:4]([CH2:9][C:10]([OH:12])=O)[CH:5]=[CH:6][C:7]=1[Cl:8].C(N1C=CN=C1)(N1C=CN=C1)=O.[CH3:25][N:26]([CH2:28][C@H:29]1[C@H:34]([OH:35])[CH2:33][CH2:32][CH2:31][NH:30]1)[CH3:27]>O1CCCC1>[ClH:1].[Cl:1][C:2]1[CH:3]=[C:4]([CH2:9][C:10]([N:30]2[CH2:31][CH2:32][CH2:33][C@@H:34]([OH:35])[C@@H:29]2[CH2:28][N:26]([CH3:27])[CH3:25])=[O:12])[CH:5]=[CH:6][C:7]=1[Cl:8] |f:4.5|. Reported procedure: A solution of 3,4-dichlorophenylacetic acid (2.59 g) and 1,1'-carbonyldiimidazole (2.42 g) in dry tetrahydrofuran (30 ml) was stirred at room temperature under nitrogen for 20 min. A solution of the product of stage (i) (2.0 g) in dry tetrahydrofuran (10 ml) was added and stirring was continued for 16 h before concentrating the reaction mixture in vacuo. The residue was purified by column chromatography on UGI alumina (2.5" diameter×8") with graded elution from dichloromethane/methanol (98:2) to... Reactants: FC=1C=NC=CC1N1C=C(C(C2=CC(=C(C=C12)F)F)=O)C(=O)O (1-(3-fluoro-4-pyridyl)-6,7-difluoro-1,4-dihydro-4-oxoquinoline-3carboxylic acid), C(C)(=O)NC1CNCC1 (3-acetamidopyrrolidine), N12CCCCCC2=NCCC1 (1,8-diazabicyclo[5.4.0]undec-7-ene). The solvent is N1=CC=CC=C1 (pyridine). Run at time 24 hour. The product is FC=1C=NC=CC1N1C=C(C(C2=CC(=C(C=C12)N1CC(CC1)NC(C)=O)F)=O)C(=O)O (1-(3-fluoro-4-pyridyl)-6-fluoro-7-(3-acetamido-1-pyrrolidinyl)-1,4-dihydro-4-oxoquinoline-3-carboxylic acid). Reaction SMILES: [F:1][C:2]1[CH:3]=[N:4][CH:5]=[CH:6][C:7]=1[N:8]1[C:17]2[C:12](=[CH:13][C:14]([F:19])=[C:15](F)[CH:16]=2)[C:11](=[O:20])[C:10]([C:21]([OH:23])=[O:22])=[CH:9]1.[C:24]([NH:27][CH:28]1[CH2:32][CH2:31][NH:30][CH2:29]1)(=[O:26])[CH3:25].N12CCCN=C1CCCCC2>N1C=CC=CC=1>[F:1][C:2]1[CH:3]=[N:4][CH:5]=[CH:6][C:7]=1[N:8]1[C:17]2[C:12](=[CH:13][C:14]([F:19])=[C:15]([N:30]3[CH2:31][CH2:32][CH:28]([NH:27][C:24](=[O:26])[CH3:25])[CH2:29]3)[CH:16]=2)[C:11](=[O:20])[C:10]([C:21]([OH:23])=[O:22])=[CH:9]1. Procedure details: 0.22 g of 1-(3-fluoro-4-pyridyl)-6,7-difluoro-1,4-dihydro-4-oxoquinoline-3carboxylic acid and 0.11 g of 3-acetamidopyrrolidine are added to 12 ml of pyridine, and added with 0.13 ml of 1,8-diazabicyclo[5.4.0]undec-7-ene. The mixture is stirred at room temperature for 24 hours, and then concentrated under a reduced pressure to remove the solvent completely. The residue is added with 20 ml of acetone and stirred at room temperature for 1 hour to obtain a product, which is then filtered and dried a...